describe an organic reaction: reactants, conditions, products, and yield From a dataset of the Open Reaction Database (ORD), a public repository of structured organic reaction records. Starting materials: O=C(O)Cn1c(=O)[nH]c(=O)c2ccc(Cl)cc21, CO, O=S(=O)(O)O. The product is COC(=O)Cn1c(=O)[nH]c(=O)c2ccc(Cl)cc21. RXN SMILES: [C:1](=[O:2])([OH:3])[CH2:4][n:5]1[c:6](=[O:17])[nH:7][c:8](=[O:16])[c:9]2[cH:10][cH:11][c:12]([Cl:15])[cH:13][c:14]12.[CH3:23][OH:24].[S:18](=[O:19])(=[O:20])([OH:21])[OH:22]>>[C:1](=[O:2])([O:3][CH3:23])[CH2:4][n:5]1[c:6](=[O:17])[nH:7][c:8](=[O:16])[c:9]2[cH:10][cH:11][c:12]([Cl:15])[cH:13][c:14]12. Starting materials: ClCCCl, COc1cc(CC(=O)O)ccc1NC(=O)Nc1ccccc1C, CN(C)c1ccncc1, COC(=O)c1ccc(OCC2(C)CCCN2)c([N+](=O)[O-])c1, CN(C)C=O, On1nnc2ccccc21. The product is COC(=O)c1ccc(OCC2(C)CCCN2C(=O)Cc2ccc(NC(=O)Nc3ccccc3C)c(OC)c2)c([N+](=O)[O-])c1. Reaction SMILES: [CH2:55]([Cl:56])[CH2:57][Cl:58].[CH3:22][O:23][c:24]1[cH:25][c:26]([CH2:41][C:42](=[O:43])[OH:44])[cH:27][cH:28][c:29]1[NH:30][C:31](=[O:32])[NH:33][c:34]1[c:35]([CH3:40])[cH:36][cH:37][cH:38][cH:39]1.[CH3:59][N:60]([c:61]1[cH:62][cH:63][n:64][cH:65][cH:66]1)[CH3:67].[N+:1](=[O:2])([O-:3])[c:4]1[cH:5][c:6]([C:7](=[O:8])[O:9][CH3:10])[cH:11][cH:12][c:13]1[O:14][CH2:15][C:16]1([CH3:21])[NH:17][CH2:18][CH2:19][CH2:20]1.[O:68]=[CH:69][N:70]([CH3:71])[CH3:72].[OH:45][n:46]1[c:47]2[c:48]([cH:49][cH:50][cH:51][cH:52]2)[n:53][n:54]1>>[N+:1](=[O:2])([O-:3])[c:4]1[cH:5][c:6]([C:7](=[O:8])[O:9][CH3:10])[cH:11][cH:12][c:13]1[O:14][CH2:15][C:16]1([CH3:21])[N:17]([C:42]([CH2:41][c:26]2[cH:25][c:24]([O:23][CH3:22])[c:29]([NH:30][C:31](=[O:32])[NH:33][c:34]3[c:35]([CH3:40])[cH:36][cH:37][cH:38][cH:39]3)[cH:28][cH:27]2)=[O:43])[CH2:18][CH2:19][CH2:20]1. Reactants: CC(=O)O, CCO, [H][H], NCC(O)COc1ccc(OCc2ccccc2)cc1. Yields the product NCC(O)COc1ccc(O)cc1. RXN SMILES: [CH3:21][C:22](=[O:23])[OH:24].[CH3:27][CH2:28][OH:29].[H:25][H:26].[NH2:1][CH2:2][CH:3]([CH2:4][O:5][c:6]1[cH:7][cH:8][c:9]([O:12][CH2:13][c:14]2[cH:15][cH:16][cH:17][cH:18][cH:19]2)[cH:10][cH:11]1)[OH:20]>>[NH2:1][CH2:2][CH:3]([CH2:4][O:5][c:6]1[cH:7][cH:8][c:9]([OH:12])[cH:10][cH:11]1)[OH:20]. The reactants are C(#N)C1(CCC(CC1)NCCN)C1=CC=CC=C1 (2-[4-cyano-4-phenylcyclohexylamino]ethylamine), S(O)(O)(=O)=O (sulfuric acid), CO (methanol). Yield: 76.0%. Reported procedure: A mixture of 2-[4-cyano-4-phenylcyclohexylamino]ethylamine (2.34 g, 10 mmol) and concentrated sulfuric acid (20 mL) was heated at 80-85° C. for 10 hours. It was cooled to room temperature, mixed with anhydrous methanol (200 mL), and refluxed for 20 hours. Solvent was evaporated and the residue was poured onto ice (200 g) and basified to pH 11 by addition of 6 N NaOH. It was extracted with dichloromethane (4×125 mL), dried (potassium carbonate) and solvent evaporated to leave the product as an oi... Yields the product COC(=O)C1(CCC(CC1)NCCN)C1=CC=CC=C1 (2-[4-Methoxycarbonyl-4-phenyl-cyclohexylamino]ethylamine). Run at temperature 82.5 celsius. RXN SMILES: [C:1]([C:3]1([C:13]2[CH:18]=[CH:17][CH:16]=[CH:15][CH:14]=2)[CH2:8][CH2:7][CH:6]([NH:9][CH2:10][CH2:11][NH2:12])[CH2:5][CH2:4]1)#N.S(=O)(=O)(O)[OH:20].[CH3:24][OH:25]>>[CH3:24][O:25][C:1]([C:3]1([C:13]2[CH:18]=[CH:17][CH:16]=[CH:15][CH:14]=2)[CH2:8][CH2:7][CH:6]([NH:9][CH2:10][CH2:11][NH2:12])[CH2:5][CH2:4]1)=[O:20]. Reactants: COC1=CC=CC(=N1)NC (6-Methoxy-N-methyl-2-pyridinamine), C1CC(=O)N(C1=O)I (NIS). Run in CN(C)C=O (DMF). Reaction conditions: temperature 0 celsius, time 1 hour. Yields the product IC=1C=CC(=NC1OC)NC (5-iodo-6-methoxy-N-methyl-2-pyridinamine). Yield: 97.7%. Reaction SMILES: [CH3:1][O:2][C:3]1[N:8]=[C:7]([NH:9][CH3:10])[CH:6]=[CH:5][CH:4]=1.C1C(=O)N([I:18])C(=O)C1>CN(C=O)C>[I:18][C:4]1[CH:5]=[CH:6][C:7]([NH:9][CH3:10])=[N:8][C:3]=1[O:2][CH3:1]. Reported procedure: 6-Methoxy-N-methyl-2-pyridinamine (17.24 g, 124 mmol) is dissolved in DMF (160 mL) and cooled to 0° C. followed by the addition of NIS (28 g, 124 mmol, 1 equiv), at a rate which keeps the reaction temperature below 10° C. The reaction is then allowed to warm to room temperature and stirred for 1 h. The reaction is distilled to dryness in vacuo and the residue is dissolved in CH2Cl2 and passed through a silica plug eluting with heptane/EtOAc (9/1) affording 32 g of crude 5-iodo-6-methoxy-N-methyl... The reactants are FC1=C(C=CC(=C1)F)[C@@]1(O[C@H]1C)CN1C=NC=C1 ((2R,3S)-2-(2,4-difluorophenyl)-2-(1-imidazolyl)methyl-3-methyloxirane), SCCC(=O)OC (methyl 3-mercaptopropionate), C[O-].[Na+].CO (sodium methoxide methanol), SCCC(=O)OC (methyl 3-mercaptopropionate), C[O-].[Na+].CO (sodium methoxide methanol), Cl (hydrochloric acid). The solvent is CO (methanol), [Cl-].[Na+] (sodium chloride). Yields the product FC1=C(C=CC(=C1)F)[C@@](CN1C=NC=C1)([C@@H](C)S)O ((2R,3R)-2-(2,4-difluorophenyl)-1-(1-imidazolyl)-3-mercapto-2-butanol). RXN SMILES: [F:1][C:2]1[CH:7]=[C:6]([F:8])[CH:5]=[CH:4][C:3]=1[C@@:9]1([CH2:13][N:14]2[CH:18]=[CH:17][N:16]=[CH:15]2)[C@H:11]([CH3:12])[O:10]1.[SH:19]CCC(OC)=O.C[O-].[Na+].CO.Cl>[Cl-].[Na+].CO>[F:1][C:2]1[CH:7]=[C:6]([F:8])[CH:5]=[CH:4][C:3]=1[C@:9]([OH:10])([C@H:11]([SH:19])[CH3:12])[CH2:13][N:14]1[CH:18]=[CH:17][N:16]=[CH:15]1 |f:2.3.4,6.7|. Reported procedure: A methanol solution (75 ml) containing (2R,3S)-2-(2,4-difluorophenyl)-2-(1-imidazolyl)methyl-3-methyloxirane (2.5 g), methyl 3-mercaptopropionate (5.5 ml) and 28% sodium methoxide-methanol (8.1 ml) was refluxed for 1.5 hours. Then, methyl 3-mercaptopropionate (5.5 ml) and 28% sodium methoxide-methanol (8.1 ml) were added and the mixture was further refluxed for 2 hours. The reaction mixture was cooled with ice, neutralized with 5N hydrochloric acid (16 ml), diluted with saturated aqueous sodium ...